This data is from the Open Reaction Database (ORD), a public repository of structured organic reaction records. The task is: describe an organic reaction: reactants, conditions, products, and yield The reactants are N[C@@H](COCC1=CC=CC=C1)C(=O)O (H-Ser(Bzl)-OH), methanolic solution, [OH-].C[N+](CC1=CC=CC=C1)(C)C (Trimethylbenzylammonium Hydroxide), C(=O)(C)ON1C(=O)CCC1=O (Ac-OSu), CN1CCOCC1 (NMM). Solvent: C(C)(=O)O (Acetic acid). The product is C1CCC(CC1)NC2CCCCC2 (DCHA). Reaction SMILES: N[C@H](C(O)=O)COC[C:6]1[CH:11]=[CH:10][CH:9]=[CH:8][CH:7]=1.[OH-].C[N+](C)(C)C[C:19]1[CH:24]=[CH:23][CH:22]=[CH:21][CH:20]=1.C(O[N:31]1C(=O)CCC1=O)(C)=O.CN1CCOCC1>C(O)(=O)C>[CH2:22]1[CH2:23][CH2:24][CH:19]([NH:31][CH:6]2[CH2:7][CH2:8][CH2:9][CH2:10][CH2:11]2)[CH2:20][CH2:21]1 |f:1.2|. Procedure: H-Ser(Bzl)-OH (18.6 g, 95.4 mmol) was dissolved in 45 ml of Triton B (40% methanolic solution of Trimethylbenzylammonium Hydroxide), evaporated to dryness and the residue re-evaporated twice with DMF (250 ml each). The oily residue was taken up in DMF (250 ml) and stirred with Ac-OSu (16.5 g, 95.4 mmol) for 5 hr. A few ml (~5 ml) of NMM was added to bring the reaction to slightly basic conditions during this period of time. Acetic acid (~5 ml) was then added and the solvents removed by evaporati... Starting materials: [Li]CCCC, C1CCOC1, CC=O, Clc1nc(I)ccc1OCc1ccccc1. Product: CC(O)c1ccc(OCc2ccccc2)c(Cl)n1. RXN SMILES: [CH2:17]([Li:18])[CH2:19][CH2:20][CH3:21].[CH2:25]1[O:26][CH2:27][CH2:28][CH2:29]1.[CH:22]([CH3:23])=[O:24].[Cl:1][c:2]1[n:3][c:4]([I:16])[cH:5][cH:6][c:7]1[O:8][CH2:9][c:10]1[cH:11][cH:12][cH:13][cH:14][cH:15]1>>[Cl:1][c:2]1[n:3][c:4]([CH:22]([CH3:23])[OH:24])[cH:5][cH:6][c:7]1[O:8][CH2:9][c:10]1[cH:11][cH:12][cH:13][cH:14][cH:15]1. The reactants are COc1ccc(C=O)c(C)c1C, CC=C(C)C, CC(C)(C)CO, [O-][Cl+][O-], Cl, [Na+], [Na+], O, O, O, O=P([O-])(O)O. The product is COc1ccc(C(=O)O)c(C)c1C. As a reaction SMILES: [CH3:1][O:2][c:3]1[c:4]([CH3:12])[c:5]([CH3:11])[c:6]([CH:7]=[O:8])[cH:9][cH:10]1.[CH3:21][C:22](=[CH:23][CH3:24])[CH3:25].[CH3:31][C:32]([CH3:33])([CH3:34])[CH2:35][OH:36].[Cl+:26]([O-:27])[O-:28].[ClH:30].[Na+:20].[Na+:29].[OH2:13].[OH2:14].[OH2:37].[P:15](=[O:16])([O-:17])([OH:18])[OH:19]>>[CH3:1][O:2][c:3]1[c:4]([CH3:12])[c:5]([CH3:11])[c:6]([C:7](=[O:8])[OH:16])[cH:9][cH:10]1. Starting materials: C(C)(=O)O (acetic acid), CC(C)(C)C=1C=C(CN)C=C(C1OCOC)C(C)(C)C (3,5-bis(1,1-dimethylethyl)-4-(methoxymethoxy) benzylamine), C1(=CC=CC=C1)NC(=S)N (N-phenylthiourea). Solvent: C1(=CC=CC=C1)C (toluene). Yields the product above-titled compound, CC(C)(C)C=1C=C(C=C(C1OCOC)C(C)(C)C)CNC(=S)NC1=CC=CC=C1 (N[[3,5-bis(1,1-dimethylethyl)-4-(methoxymethoxy]phenyl]methyl]-N'-phenylthiourea). Yield: 59.3%. RXN SMILES: [CH3:1][C:2]([C:5]1[CH:6]=[C:7]([CH:10]=[C:11]([C:17]([CH3:20])([CH3:19])[CH3:18])[C:12]=1[O:13][CH2:14][O:15][CH3:16])[CH2:8][NH2:9])([CH3:4])[CH3:3].[C:21]1([NH:27][C:28](N)=[S:29])[CH:26]=[CH:25][CH:24]=[CH:23][CH:22]=1.C(O)(=O)C>C1(C)C=CC=CC=1>[CH3:4][C:2]([C:5]1[CH:6]=[C:7]([CH2:8][NH:9][C:28]([NH:27][C:21]2[CH:26]=[CH:25][CH:24]=[CH:23][CH:22]=2)=[S:29])[CH:10]=[C:11]([C:17]([CH3:20])([CH3:19])[CH3:18])[C:12]=1[O:13][CH2:14][O:15][CH3:16])([CH3:1])[CH3:3]. Procedure: The above-titled compound was prepared substantially in accordance with the procedure described in Example 6A using 5.2 g (18.5 mmol) of 3,5-bis(1,1-dimethylethyl)-4-(methoxymethoxy) benzylamine (prepared substantially in accordance with the procedures described in Example 1), 3.86 g (25.4 mmol) of N-phenylthiourea, 1.11 g (18.5 mol) of acetic acid and 180 ml of toluene. Such reaction provided 4.55 g of N[[3,5-bis(1,1-dimethylethyl)-4-(methoxymethoxy]phenyl]methyl]-N'-phenylthiourea. The methoxy... Starting materials: [H-].[Na+] (Sodium hydride), NC1=NC=CC=C1 (2-aminopyridine), FC1=C(C=CC=C1)[N+](=O)[O-] (2-fluoronitrobenzene), resultant mixture, resultant mixture, C([O-])([O-])=O.[Na+].[Na+] (sodium carbonate). Solvent: C1CCOC1 (THF), C1CCOC1 (THF). Run at time 8 hour. Yields the product NC1=NC=CC=C1C1=C(C=CC=C1)[N+](=O)[O-] (2-(2-Aminopyridyl)nitrobenzene). As a reaction SMILES: [H-].[Na+].[NH2:3][C:4]1[CH:9]=[CH:8][CH:7]=[CH:6][N:5]=1.F[C:11]1[CH:16]=[CH:15][CH:14]=[CH:13][C:12]=1[N+:17]([O-:19])=[O:18].C(=O)([O-])[O-].[Na+].[Na+]>C1COCC1>[NH2:3][C:4]1[C:9]([C:11]2[CH:16]=[CH:15][CH:14]=[CH:13][C:12]=2[N+:17]([O-:19])=[O:18])=[CH:8][CH:7]=[CH:6][N:5]=1 |f:0.1,4.5.6|. Procedure: Sodium hydride (60% in oil, 1.26 g) was added to a 0° C. solution of 2-aminopyridine (2.00 g) in THF (10 ml) and the resultant mixture stirred at 0° C. for 1 h. A solution of 2-fluoronitrobenzene (2.21 ml) in THF (8 ml) was added dropwise and the resultant mixture allowed to attain rt overnight. Saturated aqueous sodium carbonate (10 ml) was added and the separated aqueous phase extracted into dichloromethane (3×10 ml). The combined organic extracts were washed with brine (20 ml), dried (MgSO4) ... The reactants are C(CCCCCCC)OC1=CSC=C1 (3-octyloxythiophene), CN(C)C=O (DMF), [OH-].[Na+] (NaOH), resultant mixture, O=P(Cl)(Cl)Cl (POCl3), CN(C)C=O (DMF), ice water. Solvent: three. Run at time 1 hour. Yields the product C(=O)C=1SC=CC1OCCCCCCCC (2-Formyl-3-octoxythiophene). As a reaction SMILES: O=P(Cl)(Cl)Cl.[CH2:6]([O:14][C:15]1[CH:19]=[CH:18][S:17][CH:16]=1)[CH2:7][CH2:8][CH2:9][CH2:10][CH2:11][CH2:12][CH3:13].[OH-].[Na+].CN([CH:25]=[O:26])C>>[CH:25]([C:16]1[S:17][CH:18]=[CH:19][C:15]=1[O:14][CH2:6][CH2:7][CH2:8][CH2:9][CH2:10][CH2:11][CH2:12][CH3:13])=[O:26] |f:2.3|. Reported procedure: To the stirred solution of anhydrous DMF (10 mL) at 0° C. in 100 mL three neck flask under Nitrogen atmosphere, POCl3 (0.53 mL, 5.76 mmol) was added dropwise for 5 minutes. After addition, the reaction mixture was stirred at room temperature for 1 hour. Then 3-octyloxythiophene (1.02 g, 4.80 mmol) in 2 mL DMF was added dropwise at 0° C. for 5 minutes. This solution was stirred at 70° C. for 90 minutes and poured it into ice water and then slowly neutralized with 10% NaOH solution (20 mL). The re... Reactants: C(C)(C)(C)OC(CC=1C(=NNC1C)C)=O ((3,5-dimethyl-1H-pyrazol-4-yl)-acetic acid tert-butyl ester), C(=O)([O-])[O-].[K+].[K+] (K2CO3), CC(CC(C)=O)=O (2,4-pentanedione), ClC1=C(CBr)C=CC(=C1)[N+](=O)[O-] (2-chloro-4-nitrobenzyl bromide). The solvent is C(C)#N (acetonitrile). Run at temperature 60 celsius, time 2 hour. Yields the product C(C)(C)(C)OC(CC=1C(=NN(C1C)CC1=C(C=C(C=C1)[N+](=O)[O-])Cl)C)=O ([3,5-dimethyl-1-(2-chloro-4-nitrobenzyl)-1H-pyrazol-4-yl]acetic acid tert-butyl ester). RXN SMILES: [C:1]([O:5][C:6](=[O:15])[CH2:7][C:8]1[C:9]([CH3:14])=[N:10][NH:11][C:12]=1[CH3:13])([CH3:4])([CH3:3])[CH3:2].CC(=O)CC(=O)C.[Cl:23][C:24]1[CH:31]=[C:30]([N+:32]([O-:34])=[O:33])[CH:29]=[CH:28][C:25]=1[CH2:26]Br.C([O-])([O-])=O.[K+].[K+]>C(#N)C>[C:1]([O:5][C:6](=[O:15])[CH2:7][C:8]1[C:12]([CH3:13])=[N:11][N:10]([CH2:26][C:25]2[CH:28]=[CH:29][C:30]([N+:32]([O-:34])=[O:33])=[CH:31][C:24]=2[Cl:23])[C:9]=1[CH3:14])([CH3:4])([CH3:3])[CH3:2] |f:3.4.5|. Procedure details: To a solution of (3,5-dimethyl-1H-pyrazol-4-yl)-acetic acid tert-butyl ester (2.6 g, 12.4 mmol, preparation according to WO2007/141267 by using 2,4-pentanedione instead of 3,5-heptanedione) and 2-chloro-4-nitrobenzyl bromide (3.11 g, 12.4 mmol) in acetonitrile (30 mL) is added K2CO3 (2.575 g, 18.6 mmol) and the mixture is stirred for 48 hours at room temperature and after that 2 hours at 60° C. The solid is filtered off and the solvent is removed by evaporation. The residue is dissolved in dichl... The reactants are ClCCl, COc1cc(C(O)c2nc3ccccc3[nH]2)cc([N+](=O)[O-])c1OC. The product is COc1cc(C(=O)c2nc3ccccc3[nH]2)cc([N+](=O)[O-])c1OC. As a reaction SMILES: [CH2:25]([Cl:26])[Cl:27].[CH3:1][O:2][c:3]1[cH:4][c:5]([CH:14]([OH:15])[c:16]2[nH:17][c:18]3[c:19]([n:20]2)[cH:21][cH:22][cH:23][cH:24]3)[cH:6][c:7]([N+:11](=[O:12])[O-:13])[c:8]1[O:9][CH3:10]>>[CH3:1][O:2][c:3]1[cH:4][c:5]([C:14](=[O:15])[c:16]2[n:17][c:18]3[c:19]([nH:20]2)[cH:21][cH:22][cH:23][cH:24]3)[cH:6][c:7]([N+:11](=[O:12])[O-:13])[c:8]1[O:9][CH3:10].